From a dataset of the Open Reaction Database (ORD), a public repository of structured organic reaction records. describe an organic reaction: reactants, conditions, products, and yield Yields the product CCN(c1nc(F)ccc1NC(C)C)C1CCNCC1. As a reaction SMILES: [CH2:1]([c:2]1[cH:3][cH:4][cH:5][cH:6][cH:7]1)[N:8]1[CH2:9][CH2:10][CH:11]([N:14]([c:15]2[n:16][c:17]([F:25])[cH:18][cH:19][c:20]2[NH:21][CH:22]([CH3:23])[CH3:24])[CH2:26][CH3:27])[CH2:12][CH2:13]1.[CH3:28][CH2:29][OH:30].[OH-:31].[OH-:33].[Pd+2:32]>>[NH:8]1[CH2:9][CH2:10][CH:11]([N:14]([c:15]2[n:16][c:17]([F:25])[cH:18][cH:19][c:20]2[NH:21][CH:22]([CH3:23])[CH3:24])[CH2:26][CH3:27])[CH2:12][CH2:13]1. Starting materials: CCN(c1nc(F)ccc1NC(C)C)C1CCN(Cc2ccccc2)CC1, CCO, [OH-], [OH-], [Pd+2].